Dataset: the Open Reaction Database (ORD), a public repository of structured organic reaction records. Task: describe an organic reaction: reactants, conditions, products, and yield Reactants: FC(C1=C(N)C=CC=C1)(F)F (2-trifluoromethylaniline), COC1=CC=C(C=C1)S(=O)(=O)Cl (4-methoxybenzenesulfonyl chloride). Yields the product FC(C1=C(C=CC=C1)NS(=O)(=O)C1=CC=C(C=C1)OC)(F)F (N-(2-Trifluoromethylphenyl)-4-methoxybenzenesulfonamide). Yield: 75.5%. RXN SMILES: [F:1][C:2]([F:11])([F:10])[C:3]1[CH:9]=[CH:8][CH:7]=[CH:6][C:4]=1[NH2:5].[CH3:12][O:13][C:14]1[CH:19]=[CH:18][C:17]([S:20](Cl)(=[O:22])=[O:21])=[CH:16][CH:15]=1>>[F:1][C:2]([F:10])([F:11])[C:3]1[CH:9]=[CH:8][CH:7]=[CH:6][C:4]=1[NH:5][S:20]([C:17]1[CH:16]=[CH:15][C:14]([O:13][CH3:12])=[CH:19][CH:18]=1)(=[O:22])=[O:21]. Reported procedure: Using 2-trifluoromethylaniline (1.39 g, 8.55 mmol) and 4-methoxybenzenesulfonyl chloride (1.78 g, 8.55 mmol), the procedure of Reference Example 2 was repeated to obtain 2.14 g (75.5%) of the title compound in the form of colorless solid. Starting materials: COC=1CCCCCC(N1)CC=CC1=CC=CC=C1 (2,3,4,5,6,7-hexahydro-8-methoxy-2-(3-phenyl-2-propenyl)azocine), [Cl-].[NH4+] (ammonium chloride), title material. The solvent is CO (MeOH). Product: Cl.C1(=CC=CC=C1)C=CCC1CCCCCC(N1)=N (octahydro-8-(3-phenyl-2-propenyl)azocin-2-imine, monohydrochloride). As a reaction SMILES: CO[C:3]1[CH2:4][CH2:5][CH2:6][CH2:7][CH2:8][CH:9]([CH2:11][CH:12]=[CH:13][C:14]2[CH:19]=[CH:18][CH:17]=[CH:16][CH:15]=2)[N:10]=1.[Cl-:20].[NH4+:21]>CO>[ClH:20].[C:14]1([CH:13]=[CH:12][CH2:11][CH:9]2[NH:10][C:3](=[NH:21])[CH2:4][CH2:5][CH2:6][CH2:7][CH2:8]2)[CH:19]=[CH:18][CH:17]=[CH:16][CH:15]=1 |f:1.2,4.5|. Procedure details: The title product of Example 69 in MeOH is reacted with ammonium chloride by the method of Example 5 to generate the title material. The reactants are C1(=CC=CC=C1)OC(=O)N1C=2C=CC(=CC2C23C(CCCC2(C1C#C)O3)=O)OC (N-[(Phenyloxy)carbonyl]-6a,10a-epoxy-6-ethynyl-2-methoxy-10-oxo-5,6,6a,7,8,9,10,10a-octahydrophenanthridine), ClC=CC#C[Si](C)(C)C (1-chloro-4-(trimethylsilyl)-but-1-en-3-yne), C(CCC)N (n-butylamine). Reagents/catalysts: [Cu]I (copper (I) iodide), [Pd].C1(=CC=CC=C1)P(C1=CC=CC=C1)C1=CC=CC=C1.C1(=CC=CC=C1)P(C1=CC=CC=C1)C1=CC=CC=C1.C1(=CC=CC=C1)P(C1=CC=CC=C1)C1=CC=CC=C1.C1(=CC=CC=C1)P(C1=CC=CC=C1)C1=CC=CC=C1 (tetrakis (triphenylphosphine) palladium (0)). Reaction conditions: temperature 25 celsius, time 2 hour. Yields the product C1(=CC=CC=C1)OC(=O)N1C=2C=CC(=CC2C23C(CCCC2(C1C#C\C=C/C#C[Si](C)(C)C)O3)=O)OC (N-[(Phenyloxy)carbonyl]-6-[6-(trimethylsilyl)-3(Z)-hexene-1,5-diynyl]-6a,10a-epoxy-2-methoxy-10-oxo-5,6,6a,7,8,9,10,10a-octahydrophenanthridine). The yield is 72.7%. RXN SMILES: [C:1]1([O:7][C:8]([N:10]2[CH:23]([C:24]#[CH:25])[C:22]34[O:26][C:17]3([C:18](=[O:27])[CH2:19][CH2:20][CH2:21]4)[C:16]3[CH:15]=[C:14]([O:28][CH3:29])[CH:13]=[CH:12][C:11]2=3)=[O:9])[CH:6]=[CH:5][CH:4]=[CH:3][CH:2]=1.Cl[CH:31]=[CH:32][C:33]#[C:34][Si:35]([CH3:38])([CH3:37])[CH3:36].C(N)CCC>[Cu]I.[Pd].C1(P(C2C=CC=CC=2)C2C=CC=CC=2)C=CC=CC=1.C1(P(C2C=CC=CC=2)C2C=CC=CC=2)C=CC=CC=1.C1(P(C2C=CC=CC=2)C2C=CC=CC=2)C=CC=CC=1.C1(P(C2C=CC=CC=2)C2C=CC=CC=2)C=CC=CC=1>[C:1]1([O:7][C:8]([N:10]2[CH:23]([C:24]#[C:25]/[CH:31]=[CH:32]\[C:33]#[C:34][Si:35]([CH3:38])([CH3:37])[CH3:36])[C:22]34[O:26][C:17]3([C:18](=[O:27])[CH2:19][CH2:20][CH2:21]4)[C:16]3[CH:15]=[C:14]([O:28][CH3:29])[CH:13]=[CH:12][C:11]2=3)=[O:9])[CH:2]=[CH:3][CH:4]=[CH:5][CH:6]=1 |f:4.5.6.7.8|. Procedure details: A solution of Compound 314 (5.69 g, 14.6 mmol) in dry degassed benzene (120 mL) was added to copper (I) iodide (0.666 g, 3.51 mmol), and to the resulting mixture was added 1-chloro-4-(trimethylsilyl)-but-1-en-3-yne (3.69 g, 23.4 mmol) followed by n-butylamine (2.89 mL, 29.2 mmol) and tetrakis (triphenylphosphine) palladium (0) (1.01 g, 0.877 mmol) in dry degassed benzene (60 mL). The reaction mixture was stirred at 25° C. for 2 hours, diluted with ethyl ether (200 mL), poured into saturated aque... Starting materials: ClCCC(=O)C1=CC=C(C=C1)NC(C)=O (N-[4-(3-chloro-propionyl)phenyl]acetamide), C1(C=2C(C(N1)=O)=CC=CC2)=O.[K] (potassium phthalimide). Run in ice water, CN(C)C=O (DMF). The product is O=C1N(C(C2=CC=CC=C12)=O)CCC(=O)C1=CC=C(C=C1)CC(=O)N ((4-[3-(1,3-Dioxo-1,3-dihydro-isoindol-2-yl)propionyl]phenyl}acetamide). Yield: 169.1%. RXN SMILES: Cl[CH2:2][CH2:3][C:4]([C:6]1[CH:11]=[CH:10][C:9](NC(=O)C)=[CH:8][CH:7]=1)=[O:5].[C:16]1(=[O:26])[NH:20][C:19](=[O:21])[C:18]2=[CH:22][CH:23]=[CH:24][CH:25]=[C:17]12.[K]>CN(C=O)C>[O:21]=[C:19]1[C:18]2[C:17](=[CH:25][CH:24]=[CH:23][CH:22]=2)[C:16](=[O:26])[N:20]1[CH2:2][CH2:3][C:4]([C:6]1[CH:7]=[CH:8][C:9]([CH2:18][C:19]([NH2:20])=[O:21])=[CH:10][CH:11]=1)=[O:5] |f:1.2,^1:26|. Procedure details: N-[4-(3-chloro-propionyl)phenyl]acetamide (1.45 g, J. Med. Chem. 8, 1965, 877) and potassium phthalimide (1.31 g) were combined in DMF (5 mL) and heated at 125 C for 30 min, allowed to cool to room temperature diluted with ice water. The suspension was filtered and the filter cake was washed with water and hexanes. The precipitate in a mimimum amount of EtOAc was triturated with hexanes to give 2 g of the title compound. MS (ESI(+)) m/e 337.1 (M+H)+.